Dataset: the Open Reaction Database (ORD), a public repository of structured organic reaction records. Task: describe an organic reaction: reactants, conditions, products, and yield The reactants are COC=1C=C2C=CNC2=CC1C(F)(F)F (5-Methoxy-6-trifluoromethylindole), C(#N)[BH3-].[Na+] (sodium cyanoborohydride). Run in C(C)(=O)O (acetic acid). Yields the product COC=1C=C2CCNC2=CC1C(F)(F)F (5-Methoxy-6-trifluoromethylindoline). Isolated yield 99.0%. Reaction SMILES: [CH3:1][O:2][C:3]1[CH:4]=[C:5]2[C:9](=[CH:10][C:11]=1[C:12]([F:15])([F:14])[F:13])[NH:8][CH:7]=[CH:6]2.C([BH3-])#N.[Na+]>C(O)(=O)C>[CH3:1][O:2][C:3]1[CH:4]=[C:5]2[C:9](=[CH:10][C:11]=1[C:12]([F:15])([F:13])[F:14])[NH:8][CH2:7][CH2:6]2 |f:1.2|. Procedure details: The indole (D10) (67.63 g, 0.315 mol) was treated with sodium cyanoborohydride (40 g, 0.637 mol) in glacial acetic acid (500 ml) as in the method of Description 1 to afford the title indoline (67.73 g, 99%) as an off-white solid. Starting materials: C(C)NC(=O)NC=1SC2=C(N1)C=C(C=C2NC(=O)C2=NC=CC=N2)C=2C=NC(=NC2)N2CCC(CC2)(C(=O)OCC)C (Ethyl 1-[5-[2-(ethylcarbamoylamino)-7-(pyrimidine-2-carbonylamino)-1,3-benzothiazol-5-yl]pyrimidin-2-yl]-4-methyl-piperidine-4-carboxylate), CC(C)([O-])C.[K+] (potassium-t-butoxide). Procedure: Ethyl 1-[5-[2-(ethylcarbamoylamino)-7-(pyrimidine-2-carbonylamino)-1,3-benzothiazol-5-yl]pyrimidin-2-yl]-4-methyl-piperidine-4-carboxylate (100 mg, 0.17 mmol) was dissolved in DMSO (0.5 mL) with stirring and potassium-t-butoxide (40 mg, 0.35 mmol) added. The reaction was allowed to stir at rt for 2 h. The reaction mixture was filtered and purified by preparative HPLC to afford Compound 146 as a solid (5 mg). 1H NMR (DMSO-d6): δ 11.01 (1H, s), 9.12 (2H, d, J=4.86 Hz), 8.77 (2H, s), 7.83 (1H, d, J... The solvent is CS(=O)C (DMSO). Reaction SMILES: [CH2:1]([NH:3][C:4]([NH:6][C:7]1[S:8][C:9]2[C:15]([NH:16][C:17]([C:19]3[N:24]=[CH:23][CH:22]=[CH:21][N:20]=3)=[O:18])=[CH:14][C:13]([C:25]3[CH:26]=[N:27][C:28]([N:31]4[CH2:36][CH2:35][C:34]([CH3:42])([C:37]([O:39]CC)=[O:38])[CH2:33][CH2:32]4)=[N:29][CH:30]=3)=[CH:12][C:10]=2[N:11]=1)=[O:5])[CH3:2].CC(C)([O-])C.[K+]>CS(C)=O>[CH2:1]([NH:3][C:4]([NH:6][C:7]1[S:8][C:9]2[C:15]([NH:16][C:17]([C:19]3[N:20]=[CH:21][CH:22]=[CH:23][N:24]=3)=[O:18])=[CH:14][C:13]([C:25]3[CH:26]=[N:27][C:28]([N:31]4[CH2:32][CH2:33][C:34]([CH3:42])([C:37]([OH:39])=[O:38])[CH2:35][CH2:36]4)=[N:29][CH:30]=3)=[CH:12][C:10]=2[N:11]=1)=[O:5])[CH3:2] |f:1.2|. Yields the product C(C)NC(=O)NC=1SC2=C(N1)C=C(C=C2NC(=O)C2=NC=CC=N2)C=2C=NC(=NC2)N2CCC(CC2)(C(=O)O)C (1-[5-[2-(Ethylcarbamoylamino)-7-(pyrimidine-2-carbonylamino)-1,3-benzothiazol-5-yl]pyrimidin-2-yl]-4-methyl-piperidine-4-carboxylic acid). Yield: 5.2%. The reactants are CS(C)=O, N#Cc1ccc(F)cc1, [K+], [OH-], O, CCOC(=O)Cc1cccc(O)c1. The product is CCOC(=O)Cc1cccc(Oc2ccc(C#N)cc2)c1. Reaction SMILES: [CH3:25][S:26]([CH3:27])=[O:28].[F:14][c:15]1[cH:16][cH:17][c:18]([C:19]#[N:20])[cH:21][cH:22]1.[K+:24].[OH-:23].[OH2:29].[OH:1][c:2]1[cH:3][c:4]([CH2:8][C:9](=[O:10])[O:11][CH2:12][CH3:13])[cH:5][cH:6][cH:7]1>>[O:1]([c:2]1[cH:3][c:4]([CH2:8][C:9](=[O:10])[O:11][CH2:12][CH3:13])[cH:5][cH:6][cH:7]1)[c:15]1[cH:16][cH:17][c:18]([C:19]#[N:20])[cH:21][cH:22]1. Reactants: C(C=C)ON(S(=O)(=O)C1=C(C=CC=C1)[N+](=O)[O-])[C@@H]1C(=C[C@H](N(C1)C(=O)OC(C)(C)C)CO)C ((2S,5R)-tert-butyl 5-(N-(allyloxy)-2-nitrophenylsulfonamido)-2-(hydroxymethyl)-4-methyl-5,6-dihydropyridine-1(2H)-carboxylate), C(C=C)ON(S(=O)(=O)C1=C(C=CC=C1)[N+](=O)[O-])[C@@H]1C(=C([C@H](N(C1)C(=O)OC(C)(C)C)CO[Si](C)(C)C(C)(C)C)C)C ((2S,5R)-tert-butyl 5-(N-(allyloxy)-2-nitrophenylsulfonamido)-2-((tert-butyldimethylsilyloxy)methyl)-3,4-dimethyl-5,6-dihydropyridine-1(2H)-carboxylate), C(C=C)ON(S(=O)(=O)C1=C(C=CC=C1)[N+](=O)[O-])[C@@H]1C(=C([C@H](N(C1)C(=O)OC(C)(C)C)CO[Si](C)(C)C(C)(C)C)C)C ((2S,5R)-tert-butyl 5-(N-(allyloxy)-2-nitrophenylsulfonamido)-2-((tert-butyldimethylsilyloxy)methyl)-3,4-dimethyl-5,6-dihydropyridine-1(2H)-carboxylate). Yields the product ethyl acetate hexanes, C(C=C)ON(S(=O)(=O)C1=C(C=CC=C1)[N+](=O)[O-])[C@@H]1C(=C([C@H](N(C1)C(=O)OC(C)(C)C)CO)C)C ((2S,5R)-tert-butyl 5-(N-(allyloxy)-2-nitrophenylsulfonamido)-2-(hydroxymethyl)-3,4-dimethyl-5,6-dihydropyridine-1(2H)-carboxylate). Isolated yield 65.6%. RXN SMILES: [CH2:1]([O:4][N:5]([C@H:18]1[CH2:23][N:22]([C:24]([O:26][C:27]([CH3:30])([CH3:29])[CH3:28])=[O:25])[C@H:21]([CH2:31][O:32][Si](C(C)(C)C)(C)C)[C:20]([CH3:40])=[C:19]1[CH3:41])[S:6]([C:9]1[CH:14]=[CH:13][CH:12]=[CH:11][C:10]=1[N+:15]([O-:17])=[O:16])(=[O:8])=[O:7])[CH:2]=[CH2:3].C(ON([C@H]1CN(C(OC(C)(C)C)=O)[C@H](CO)C=C1C)S(C1C=CC=CC=1[N+]([O-])=O)(=O)=O)C=C>>[CH2:1]([O:4][N:5]([C@H:18]1[CH2:23][N:22]([C:24]([O:26][C:27]([CH3:29])([CH3:28])[CH3:30])=[O:25])[C@H:21]([CH2:31][OH:32])[C:20]([CH3:40])=[C:19]1[CH3:41])[S:6]([C:9]1[CH:14]=[CH:13][CH:12]=[CH:11][C:10]=1[N+:15]([O-:17])=[O:16])(=[O:8])=[O:7])[CH:2]=[CH2:3]. Procedure details: The title compound was prepared from (2S,5R)-tert-butyl 5-(N-(allyloxy)-2-nitrophenylsulfonamido)-2-((tert-butyldimethylsilyloxy)methyl)-3,4-dimethyl-5,6-dihydropyridine-1(2H)-carboxylate (Intermediate 192, 3.15 g, 5.15 mmol) following the procedure described for Intermediate 18. Two silica gel chromatography (0%-100% ethyl acetate/hexanes) afforded the desired product as a white foamy solid (1.68 g, 65.6%).